From a dataset of the Open Reaction Database (ORD), a public repository of structured organic reaction records. describe an organic reaction: reactants, conditions, products, and yield Reactants: C(C)OC(=O)C1=CCC(C2=CC(=C(C=C12)C)C#C[Si](C)(C)C)(C)C (4,4,7-trimethyl-6-trimethylsilanylethynyl-3,4-dihydro-naphthalene-1-carboxylic acid ethyl ester), C(C)OC(=O)C1=CCC(C2=CC(=C(C=C12)C)C#C[Si](C)(C)C)(C)C (4,4,7-trimethyl-6-trimethylsilanylethynyl-3,4-dihydro-naphthalene-1-carboxylic acid ethyl ester), C([O-])([O-])=O.[K+].[K+] (potassium carbonate). Solvent: C(C)O (ethanol). Product: C(C)OC(=O)C1=CCC(C2=CC(=C(C=C12)C)C#C)(C)C (6-Ethynyl-4,4,7-trimethyl-3,4-dihydro-naphthalene-1-carboxylic acid ethyl ester). Reaction SMILES: [CH2:1]([O:3][C:4]([C:6]1[C:15]2[C:10](=[CH:11][C:12]([C:17]#[C:18][Si](C)(C)C)=[C:13]([CH3:16])[CH:14]=2)[C:9]([CH3:24])([CH3:23])[CH2:8][CH:7]=1)=[O:5])[CH3:2].C(=O)([O-])[O-].[K+].[K+]>C(O)C>[CH2:1]([O:3][C:4]([C:6]1[C:15]2[C:10](=[CH:11][C:12]([C:17]#[CH:18])=[C:13]([CH3:16])[CH:14]=2)[C:9]([CH3:23])([CH3:24])[CH2:8][CH:7]=1)=[O:5])[CH3:2] |f:1.2.3|. Reported procedure: Following General Procedure F and using 4,4,7-trimethyl-6-trimethylsilanylethynyl-3,4-dihydro-naphthalene-1-carboxylic acid ethyl ester (Intermediate 184, 0.43 g, 1.3 mmol), ethanol (4 mL) and potassium carbonate (0.84 g, 6.06 mmol), the title compound was obtained (0.33 g, 95%).